This data is from the Open Reaction Database (ORD), a public repository of structured organic reaction records. The task is: describe an organic reaction: reactants, conditions, products, and yield The product is CN1CCN(CCCNc2ncc3cc(-c4c(Cl)cccc4Cl)c(NC(=S)NC(C)(C)C)nc3n2)CC1. As a reaction SMILES: [C:31]([CH3:32])([CH3:33])([CH3:34])[N:35]=[C:36]=[S:37].[CH3:1][N:2]1[CH2:3][CH2:4][N:5]([CH2:8][CH2:9][CH2:10][NH:11][c:12]2[n:13][cH:14][c:15]3[c:16]([n:17]2)[n:18][c:19]([NH2:30])[c:20](-[c:22]2[c:23]([Cl:29])[cH:24][cH:25][cH:26][c:27]2[Cl:28])[cH:21]3)[CH2:6][CH2:7]1>>[CH3:1][N:2]1[CH2:3][CH2:4][N:5]([CH2:8][CH2:9][CH2:10][NH:11][c:12]2[n:13][cH:14][c:15]3[c:16]([n:17]2)[n:18][c:19]([NH:30][C:36]([NH:35][C:31]([CH3:32])([CH3:33])[CH3:34])=[S:37])[c:20](-[c:22]2[c:23]([Cl:29])[cH:24][cH:25][cH:26][c:27]2[Cl:28])[cH:21]3)[CH2:6][CH2:7]1. The reactants are CC(C)(C)N=C=S, CN1CCN(CCCNc2ncc3cc(-c4c(Cl)cccc4Cl)c(N)nc3n2)CC1.